Dataset: the Open Reaction Database (ORD), a public repository of structured organic reaction records. Task: describe an organic reaction: reactants, conditions, products, and yield Reactants: CC(C)O, O=CN1CCNCC1, BrCCCCOc1ccccc1. Yields the product c1ccc(OCCCCN2CCNCC2)cc1. RXN SMILES: [CH3:21][CH:22]([OH:23])[CH3:24].[CH:13](=[O:14])[N:15]1[CH2:16][CH2:17][NH:18][CH2:19][CH2:20]1.[O:1]([c:2]1[cH:3][cH:4][cH:5][cH:6][cH:7]1)[CH2:8][CH2:9][CH2:10][CH2:11][Br:12]>>[O:1]([c:2]1[cH:3][cH:4][cH:5][cH:6][cH:7]1)[CH2:8][CH2:9][CH2:10][CH2:11][N:15]1[CH2:16][CH2:17][NH:18][CH2:19][CH2:20]1. Reactants: BrC=1C(=CC=C2C=NN(C12)CC(C)NC(OCC1=CC=CC=C1)=O)O (Benzyl 2-(7-bromo-6-hydroxy-1H-indazol-1-yl)-1-methylethylcarbamate), CNCCO (2-(methyamino)ethanol). The solvent is [Cl-].[NH4+] (ammonium chloride). Reaction conditions: temperature 80 celsius. The product is OC1=CC=C2C=NN(C2=C1N(C)CCO)C[C@H](C)NC(OCC1=CC=CC=C1)=O (Benzyl (S)-2-[6-hydroxy-7-[(2-hydroxyethyl)methylamino]-1H-indazol-1-yl]-1-methylethylcarbamate). Isolated yield 68.0%. RXN SMILES: Br[C:2]1[C:3]([OH:25])=[CH:4][CH:5]=[C:6]2[C:10]=1[N:9]([CH2:11][CH:12]([NH:14][C:15](=[O:24])[O:16][CH2:17][C:18]1[CH:23]=[CH:22][CH:21]=[CH:20][CH:19]=1)[CH3:13])[N:8]=[CH:7]2.[CH3:26][NH:27][CH2:28][CH2:29][OH:30]>[Cl-].[NH4+]>[OH:25][C:3]1[C:2]([N:27]([CH2:28][CH2:29][OH:30])[CH3:26])=[C:10]2[C:6]([CH:7]=[N:8][N:9]2[CH2:11][C@@H:12]([NH:14][C:15](=[O:24])[O:16][CH2:17][C:18]2[CH:23]=[CH:22][CH:21]=[CH:20][CH:19]=2)[CH3:13])=[CH:5][CH:4]=1 |f:2.3|. Procedure: To a stirred solution of the product from Step A (0.24 g, 0.59 mmol) was added 2-(methyamino)ethanol (2.0 mL) and the solution was heated at 80° C. for 18 h. A saturated aqueous solution of ammonium chloride (20 mL) was added to the reaction mixture, which was extracted with ethyl acetate (3×50 mL). The combined extracts were washed with brine (10 mL), dried (MgSO4) and evaporated to give a residue which was purified by chromatography (silica, 30% ethyl acetate in hexane) to give an oil (0.16 g,...